From a dataset of the Open Reaction Database (ORD), a public repository of structured organic reaction records. describe an organic reaction: reactants, conditions, products, and yield The reactants are C(C)OC(=O)C1=NC(=CC(=C1)C1=CC(=CC(=C1)F)F)C (4-(3,5-Difluorophenyl)-6-methyl-pyridine-2-carboxylic acid ethyl ester), ClC1=NC(=NC=C1)N (4-Chloro-pyrimidin-2-ylamine). Yields the product ClC1=NC(=NC=C1)NC(=O)C1=NC(=CC(=C1)C1=CC(=CC(=C1)F)F)C (4-(3,5-Difluorophenyl)-6-methyl-pyridine-2-carboxylic acid (4-chloro-pyrimidin-2-yl)-amide). As a reaction SMILES: C(O[C:4]([C:6]1[CH:11]=[C:10]([C:12]2[CH:17]=[C:16]([F:18])[CH:15]=[C:14]([F:19])[CH:13]=2)[CH:9]=[C:8]([CH3:20])[N:7]=1)=[O:5])C.[Cl:21][C:22]1[CH:27]=[CH:26][N:25]=[C:24]([NH2:28])[N:23]=1>>[Cl:21][C:22]1[CH:27]=[CH:26][N:25]=[C:24]([NH:28][C:4]([C:6]2[CH:11]=[C:10]([C:12]3[CH:13]=[C:14]([F:19])[CH:15]=[C:16]([F:18])[CH:17]=3)[CH:9]=[C:8]([CH3:20])[N:7]=2)=[O:5])[N:23]=1. Procedure: The title compound, was prepared from 4-(3,5-Difluorophenyl)-6-methyl-pyridine-2-carboxylic acid ethyl ester in accordance with the general method of example 26, step 6 using 4-Chloro-pyrimidin-2-ylamine instead of 3-chloroaniline to yield the final compound as a light brown solid, MS (ISP): m/e=361.1, 363.2 (M+H)+. Starting materials: CCNCC, COC(=O)CCCc1cccc2nc(NCc3ccc(C)o3)ccc12, C[Al](C)C, C1COCCO1. Yields the product CCN(CC)C(=O)CCCc1cccc2nc(NCc3ccc(C)o3)ccc12. As a reaction SMILES: [CH2:1]([CH3:2])[NH:3][CH2:4][CH3:5].[CH3:10][O:11][C:12]([CH2:13][CH2:14][CH2:15][c:16]1[c:17]2[cH:18][cH:19][c:20]([NH:26][CH2:27][c:28]3[o:29][c:30]([CH3:33])[cH:31][cH:32]3)[n:21][c:22]2[cH:23][cH:24][cH:25]1)=[O:34].[CH3:6][Al:7]([CH3:8])[CH3:9].[O:35]1[CH2:36][CH2:37][O:38][CH2:39][CH2:40]1>>[CH2:1]([CH3:2])[N:3]([CH2:4][CH3:5])[C:12]([CH2:13][CH2:14][CH2:15][c:16]1[c:17]2[cH:18][cH:19][c:20]([NH:26][CH2:27][c:28]3[o:29][c:30]([CH3:33])[cH:31][cH:32]3)[n:21][c:22]2[cH:23][cH:24][cH:25]1)=[O:34]. The reactants are O.[OH-].[Li+] (lithium hydroxide monohydrate), C1(CC1)CC(OC1=CC=C(C=C1)N1N=CC(=C1)C(F)(F)F)C1=CC=C(C(=O)NCCC(=O)OC)C=C1 (methyl 3-(4-(2-cyclopropyl-1-(4-(4-(trifluoromethyl)-1H-pyrazol-1-yl)phenoxy)ethyl)benzamido)propanoate), Cl (hydrochloric acid). Solvent: CO (methanol), O (water), O (water). Run at time 8 hour. Yields the product C1(CC1)CC(OC1=CC=C(C=C1)N1N=CC(=C1)C(F)(F)F)C1=CC=C(C(=O)NCCC(=O)O)C=C1 ((+/−)-3-(4-(2-cyclopropyl-1-(4-(4-(trifluoromethyl)-1H-pyrazol-1-yl)phenoxy)ethyl)benzamido)propanoic acid). Yield: 59.3%. RXN SMILES: [CH:1]1([CH2:4][CH:5]([C:22]2[CH:36]=[CH:35][C:25]([C:26]([NH:28][CH2:29][CH2:30][C:31]([O:33]C)=[O:32])=[O:27])=[CH:24][CH:23]=2)[O:6][C:7]2[CH:12]=[CH:11][C:10]([N:13]3[CH:17]=[C:16]([C:18]([F:21])([F:20])[F:19])[CH:15]=[N:14]3)=[CH:9][CH:8]=2)[CH2:3][CH2:2]1.O.[OH-].[Li+].Cl>CO.O>[CH:1]1([CH2:4][CH:5]([C:22]2[CH:36]=[CH:35][C:25]([C:26]([NH:28][CH2:29][CH2:30][C:31]([OH:33])=[O:32])=[O:27])=[CH:24][CH:23]=2)[O:6][C:7]2[CH:8]=[CH:9][C:10]([N:13]3[CH:17]=[C:16]([C:18]([F:20])([F:19])[F:21])[CH:15]=[N:14]3)=[CH:11][CH:12]=2)[CH2:2][CH2:3]1 |f:1.2.3|. Procedure: To a mixture of methyl 3-(4-(2-cyclopropyl-1-(4-(4-(trifluoromethyl)-1H-pyrazol-1-yl)phenoxy)ethyl)benzamido)propanoate (92 mg, 0.18 mmol) in methanol (0.9 mL) and water (0.2 mL) was added lithium hydroxide monohydrate (38.4 mg, 0.92 mmol). The resulting mixture was stirred at room temperature overnight. The reaction mixture was poured into water and acidified with 1N hydrochloric acid to pH=6. The mixture was extracted with dichloromethane. The organic layer was dried over sodium sulfate, filte...